From a dataset of the Open Reaction Database (ORD), a public repository of structured organic reaction records. describe an organic reaction: reactants, conditions, products, and yield Yields the product CN(S(=O)(=O)N1CCN(CC1)CC1=CN=C(S1)NC(=O)N(C1CCCCC1)C1CCN(CC1)C(CCC)=O)C (4-{2-[3-(1-Butyryl-piperidin-4-yl)-3-cyclohexyl-ureido]-thiazol-5-ylmethyl}-piperazine-1-sulfonic acid dimethylamide). Reaction SMILES: [CH:1]1([N:7]([CH:29]2[CH2:34][CH2:33][NH2+:32][CH2:31][CH2:30]2)[C:8]([NH:10][C:11]2[S:12][C:13]([CH2:16][N:17]3[CH2:22][CH2:21][N:20]([S:23](=[O:28])(=[O:27])[N:24]([CH3:26])[CH3:25])[CH2:19][CH2:18]3)=[CH:14][N:15]=2)=[O:9])[CH2:6][CH2:5][CH2:4][CH2:3][CH2:2]1.[Cl-].[C:36](Cl)(=[O:40])[CH2:37][CH2:38][CH3:39]>>[CH3:25][N:24]([CH3:26])[S:23]([N:20]1[CH2:21][CH2:22][N:17]([CH2:16][C:13]2[S:12][C:11]([NH:10][C:8]([N:7]([CH:29]3[CH2:30][CH2:31][N:32]([C:36](=[O:40])[CH2:37][CH2:38][CH3:39])[CH2:33][CH2:34]3)[CH:1]3[CH2:2][CH2:3][CH2:4][CH2:5][CH2:6]3)=[O:9])=[N:15][CH:14]=2)[CH2:18][CH2:19]1)(=[O:28])=[O:27]. Reactants: C1(CCCCC1)N(C(=O)NC=1SC(=CN1)CN1CCN(CC1)S(N(C)C)(=O)=O)C1CC[NH2+]CC1 (4-{1-cyclohexyl-3-[5-(4-dimethylsulfamoyl-piperazin-1-ylmethyl)-thiazol-2-yl]-ureido}-piperidinium), [Cl-] (chloride), C(CCC)(=O)Cl (butyryl chloride). Procedure details: Prepared in 70% (204 mg) yield as described in general procedure (N) from 4-{1-cyclohexyl-3-[5-(4-dimethylsulfamoyl-piperazin-1-ylmethyl)-thiazol-2-yl]-ureido}-piperidinium; chloride (275 mg) and butyryl chloride (64 mg, 0.6 mmol). Reactants: CCCOCCOc1ccc(-c2ccc3c(c2)C=C(C(=O)OC)CCN3CC(C)C)cc1, C1CCOC1, Cl, [Na+], [OH-]. RXN SMILES: [CH2:1]([CH:2]([CH3:3])[CH3:4])[N:5]1[CH2:6][CH2:7][C:8]([C:29](=[O:30])[O:31][CH3:32])=[CH:9][c:10]2[c:11]1[cH:12][cH:13][c:14](-[c:16]1[cH:17][cH:18][c:19]([O:22][CH2:23][CH2:24][O:25][CH2:26][CH2:27][CH3:28])[cH:20][cH:21]1)[cH:15]2.[CH2:36]1[O:37][CH2:38][CH2:39][CH2:40]1.[ClH:35].[Na+:34].[OH-:33]>>[CH2:1]([CH:2]([CH3:3])[CH3:4])[N:5]1[CH2:6][CH2:7][C:8]([C:29](=[O:30])[OH:31])=[CH:9][c:10]2[c:11]1[cH:12][cH:13][c:14](-[c:16]1[cH:17][cH:18][c:19]([O:22][CH2:23][CH2:24][O:25][CH2:26][CH2:27][CH3:28])[cH:20][cH:21]1)[cH:15]2. Yields the product CCCOCCOc1ccc(-c2ccc3c(c2)C=C(C(=O)O)CCN3CC(C)C)cc1. Reactants: CC(c1cccc2ccccc12)N(CC1CCN(c2ncc(C(=O)O)s2)CC1c1cccc(F)c1)C(=O)OC(C)(C)C, CCOC(C)=O, C1CCOC1, Cl. Yields the product Cl, CC(NCC1CCN(c2ncc(C(=O)O)s2)CC1c1cccc(F)c1)c1cccc2ccccc12. As a reaction SMILES: [C:1]([O:2][C:3](=[O:4])[N:8]([CH:9]([CH3:10])[c:11]1[cH:12][cH:13][cH:14][c:15]2[cH:16][cH:17][cH:18][cH:19][c:20]12)[CH2:21][CH:22]1[CH:23]([c:36]2[cH:37][c:38]([F:42])[cH:39][cH:40][cH:41]2)[CH2:24][N:25]([c:28]2[s:29][c:30]([C:33](=[O:34])[OH:35])[cH:31][n:32]2)[CH2:26][CH2:27]1)([CH3:5])([CH3:6])[CH3:7].[C:43]([O:44][CH2:45][CH3:46])(=[O:47])[CH3:48].[CH2:50]1[O:51][CH2:52][CH2:53][CH2:54]1.[ClH:49]>>[ClH:49].[NH:8]([CH:9]([CH3:10])[c:11]1[cH:12][cH:13][cH:14][c:15]2[cH:16][cH:17][cH:18][cH:19][c:20]12)[CH2:21][CH:22]1[CH:23]([c:36]2[cH:37][c:38]([F:42])[cH:39][cH:40][cH:41]2)[CH2:24][N:25]([c:28]2[s:29][c:30]([C:33](=[O:34])[OH:35])[cH:31][n:32]2)[CH2:26][CH2:27]1. The reactants are N1(CCNCC1)C=1C=CC=2N(N1)C(=NN2)C(F)(F)F (6-(piperazin-1-yl)-3-(trifluoromethyl)-[1,2,4]triazolo[4,3-b]pyridazine), [N+](=O)([O-])C1=CC=C(C=O)C=C1 (4-nitrobenzaldehyde). The product is [N+](=O)([O-])C1=CC=C(C=C1)CN1CCN(CC1)C=1C=CC=2N(N1)C(=NN2)C(F)(F)F (6-[4-[(4-nitrophenyl)methyl]piperazin-1-yl]-3-(trifluoromethyl)-[1,2,4]triazolo[4,3-b]pyridazine). RXN SMILES: [N:1]1([C:7]2[CH:8]=[CH:9][C:10]3[N:11]([C:13]([C:16]([F:19])([F:18])[F:17])=[N:14][N:15]=3)[N:12]=2)[CH2:6][CH2:5][NH:4][CH2:3][CH2:2]1.[N+:20]([C:23]1[CH:30]=[CH:29][C:26]([CH:27]=O)=[CH:25][CH:24]=1)([O-:22])=[O:21]>>[N+:20]([C:23]1[CH:30]=[CH:29][C:26]([CH2:27][N:4]2[CH2:3][CH2:2][N:1]([C:7]3[CH:8]=[CH:9][C:10]4[N:11]([C:13]([C:16]([F:17])([F:18])[F:19])=[N:14][N:15]=4)[N:12]=3)[CH2:6][CH2:5]2)=[CH:25][CH:24]=1)([O-:22])=[O:21]. Procedure: Reductive amination of 6-(piperazin-1-yl)-3-(trifluoromethyl)-[1,2,4]triazolo[4,3-b]pyridazine with 4-nitrobenzaldehyde was carried out according to General Synthetic Method 7. The crude product was purified by hplc using a Waters XBridge Prep C18 OBD column, 5μ silica, 30 mm diameter, 100 mm length eluted with decreasingly polar mixtures of water (containing 0.1% aqueous ammonia) and acetonitrile as eluents to give 6-[4-[(4-nitrophenyl)methyl]piperazin-1-yl]-3-(trifluoromethyl)-[1,2,4]triazolo[... Starting materials: CC(C)(C)ON, ClCCl, COc1ccc(S(=O)(=O)NC(C(=O)O)C(C)O)cc1, CN1CCOCC1, CCN=C=NCCCN(C)C, Cl, Cl, O, On1nnc2ccccc21. Yields the product COc1ccc(S(=O)(=O)NC(C(=O)NOC(C)(C)C)C(C)O)cc1. Reaction SMILES: [C:38]([CH3:39])([CH3:40])([CH3:41])[O:42][NH2:43].[CH2:56]([Cl:57])[Cl:58].[CH3:1][O:2][c:3]1[cH:4][cH:5][c:6]([S:9](=[O:10])(=[O:11])[NH:12][CH:13]([CH:14]([OH:15])[CH3:16])[C:17](=[O:18])[OH:19])[cH:7][cH:8]1.[CH3:30][N:31]1[CH2:32][CH2:33][O:34][CH2:35][CH2:36]1.[CH3:45][N:46]([CH2:47][CH2:48][CH2:49][N:50]=[C:51]=[N:52][CH2:53][CH3:54])[CH3:55].[ClH:37].[ClH:44].[OH2:59].[OH:20][n:21]1[c:22]2[cH:23][cH:24][cH:25][cH:26][c:27]2[n:28][n:29]1>>[CH3:1][O:2][c:3]1[cH:4][cH:5][c:6]([S:9](=[O:10])(=[O:11])[NH:12][CH:13]([CH:14]([OH:15])[CH3:16])[C:17](=[O:19])[NH:43][O:42][C:38]([CH3:39])([CH3:40])[CH3:41])[cH:7][cH:8]1. Reactants: CC(=O)OC(C)(C)C(=O)Nc1cccc(B2OC(C)(C)C(C)(C)O2)c1, [K+], [K+], [K+], CC(C)(C)OC(=O)NC1(c2ccc(-n3c(-c4cccnc4N)nc4ccc(Cl)nc43)cc2)CCC1, C1COCCO1, O, O=P([O-])([O-])[O-]. Yields the product CC(=O)OC(C)(C)C(=O)Nc1cccc(-c2ccc3nc(-c4cccnc4N)n(-c4ccc(C5(NC(=O)OC(C)(C)C)CCC5)cc4)c3n2)c1. Reaction SMILES: [C:36]([CH3:37])(=[O:38])[O:39][C:40]([C:41]([NH:42][c:43]1[cH:44][c:45]([B:49]2[O:50][C:51]([CH3:52])([CH3:53])[C:54]([CH3:55])([CH3:56])[O:57]2)[cH:46][cH:47][cH:48]1)=[O:58])([CH3:59])[CH3:60].[K+:66].[K+:67].[K+:68].[NH2:1][c:2]1[n:3][cH:4][cH:5][cH:6][c:7]1-[c:8]1[n:9][c:10]2[c:11]([n:12][c:13]([Cl:16])[cH:14][cH:15]2)[n:17]1-[c:18]1[cH:19][cH:20][c:21]([C:24]2([NH:28][C:29]([O:30][C:31]([CH3:32])([CH3:33])[CH3:34])=[O:35])[CH2:25][CH2:26][CH2:27]2)[cH:22][cH:23]1.[O:69]1[CH2:70][CH2:71][O:72][CH2:73][CH2:74]1.[OH2:75].[P:61]([O-:62])([O-:63])([O-:64])=[O:65]>>[NH2:1][c:2]1[n:3][cH:4][cH:5][cH:6][c:7]1-[c:8]1[n:9][c:10]2[c:11]([n:12][c:13](-[c:45]3[cH:44][c:43]([NH:42][C:41]([C:40]([O:39][C:36]([CH3:37])=[O:38])([CH3:59])[CH3:60])=[O:58])[cH:48][cH:47][cH:46]3)[cH:14][cH:15]2)[n:17]1-[c:18]1[cH:19][cH:20][c:21]([C:24]2([NH:28][C:29]([O:30][C:31]([CH3:32])([CH3:33])[CH3:34])=[O:35])[CH2:25][CH2:26][CH2:27]2)[cH:22][cH:23]1. Run in CN(C)C=O (DMF). Yields the product C(C)(C)(C)OC(=O)N[C@H](C(C=C)O[Si](C)(C)C(C)(C)C)CC(C)C ((3RS,4S)-4-(tert-butoxycarbonyl)amino-3-(tert-butyldimethylsilyl)oxy-6-methylheptene). Run at time 8 hour. Yield: 82.3%. The reactants are C(C)(=O)OCC (ethyl acetate), C(C)(C)(C)[Si](Cl)(C)C (tert-butyldimethylchlorosilane), N1C=NC=C1 (imidazole), C(C)(C)(C)OC(=O)N[C@H](C(C=C)O)CC(C)C ((3RS,4S)-4-(tert-butoxycarbonyl)amino-6-methylhepten-3-ol). Procedure details: 1 g of (3RS,4S)-4-(tert-butoxycarbonyl)amino-6-methylhepten-3-ol was dissolved in 2 ml of dry DMF, and 743 mg of tert-butyldimethylchlorosilane and 700 mg of imidazole were added thereto. The mixture was stirred at room temperature overnight. Then, 160 ml of ethyl acetate was added to the reaction solution. The mixture was washed with cooled 1N hydrochloric acid, with a saturated sodium hydrogencarbonate aqueous solution and a saturated sodium chloride aqueous solution and dried over anhydrous s... Reaction SMILES: [C:1]([O:5][C:6]([NH:8][C@@H:9]([CH2:14][CH:15]([CH3:17])[CH3:16])[CH:10]([OH:13])[CH:11]=[CH2:12])=[O:7])([CH3:4])([CH3:3])[CH3:2].[C:18]([Si:22]([CH3:25])([CH3:24])Cl)([CH3:21])([CH3:20])[CH3:19].N1C=CN=C1.C(OCC)(=O)C>CN(C=O)C>[C:1]([O:5][C:6]([NH:8][C@@H:9]([CH2:14][CH:15]([CH3:17])[CH3:16])[CH:10]([O:13][Si:22]([C:18]([CH3:21])([CH3:20])[CH3:19])([CH3:25])[CH3:24])[CH:11]=[CH2:12])=[O:7])([CH3:4])([CH3:3])[CH3:2].